This data is from the Open Reaction Database (ORD), a public repository of structured organic reaction records. The task is: describe an organic reaction: reactants, conditions, products, and yield The reactants are C1=CC=CC=2C3=CC=CC=C3N(C12)C1=CC=C(C=C1)C=1OC(=NN1)C1=CC(=CC=C1)OC (2-(4-carbazol-9-ylphenyl)-5-(3-methoxyphenyl)-1,3,4-oxadiazole), B(Br)(Br)Br (BBr3), ice water, B(Br)(Br)Br (BBr3), C(=O)=O.CC(=O)C (dry-ice acetone). Run in ClCCl (dichloromethane). Conditions: time 5 hour. Product: C1=CC=CC=2C3=CC=CC=C3N(C12)C1=CC=C(C=C1)C1=NN=C(O1)C=1C=C(C=CC1)O (3-(5-(4-carbazol-9-ylphenyl)-1,3,4-oxadiazol-2-yl)phenol). As a reaction SMILES: [CH:1]1[C:13]2[N:12]([C:14]3[CH:19]=[CH:18][C:17]([C:20]4[O:21][C:22]([C:25]5[CH:30]=[CH:29][CH:28]=[C:27]([O:31]C)[CH:26]=5)=[N:23][N:24]=4)=[CH:16][CH:15]=3)[C:11]3[C:6](=[CH:7][CH:8]=[CH:9][CH:10]=3)[C:5]=2[CH:4]=[CH:3][CH:2]=1.B(Br)(Br)Br.C(=O)=O.CC(C)=O>ClCCl>[CH:10]1[C:11]2[N:12]([C:14]3[CH:19]=[CH:18][C:17]([C:20]4[O:21][C:22]([C:25]5[CH:26]=[C:27]([OH:31])[CH:28]=[CH:29][CH:30]=5)=[N:23][N:24]=4)=[CH:16][CH:15]=3)[C:13]3[C:5](=[CH:4][CH:3]=[CH:2][CH:1]=3)[C:6]=2[CH:7]=[CH:8][CH:9]=1 |f:2.3|. Procedure: To a solution of 2-(4-carbazol-9-ylphenyl)-5-(3-methoxyphenyl)-1,3,4-oxadiazole (1.0 g, 2.40 mmol) in dichloromethane (10.0 ml) was dropwise added BBr3 (10.0 ml, 1M in dichloromethane) at −78° C. (dry-ice/acetone) under nitrogen. After addition of BBr3 solution, the reaction was taken to room temperature and kept at room temperature for 5 h. The reaction mixture was poured into ice-water (50.0 ml). Dichloromethane was evaporated under reduced pressure. The white solid was collected by filtration... Reactants: CC(C)([O-])C.[K+] (Potassium tert-butoxide), C(C)(C)(C)[Si](C1=CC=CC=C1)(C1=CC=CC=C1)OC[C@H](C)N=C=O ((S)-tert-Butyl-2-isocyanato-propoxy-diphenylsilane), ClC1=NC=C(C(=N1)Cl)C(C)NC1=CC=C(C=C1)OC ((±)-[1-(2,4-dichloro-pyrimidin-5-yl)-ethyl]-(4-methoxy-phenyl)-amine). The solvent is C1(=CC=CC=C1)C (toluene), C1(=CC=CC=C1)C (toluene). Run at time 30 minute. Yields the product C(C)(C)(C)[Si](OC[C@H](C)N1C(N(C(C=2C1=NC(=NC2)Cl)C)C2=CC=C(C=C2)OC)=O)(C2=CC=CC=C2)C2=CC=CC=C2 (1-[2-(tert-butyl-diphenyl-silanyloxy)-1-(S)-methyl-ethyl]-7-chloro-3-(4-methoxy-phenyl)-4-methyl-3,4-dihydro-1H-pyrimido[4,5-d]pyrimidin-2-one). RXN SMILES: [C:1]([Si:5]([O:18][CH2:19][C@@H:20]([N:22]=[C:23]=[O:24])[CH3:21])([C:12]1[CH:17]=[CH:16][CH:15]=[CH:14][CH:13]=1)[C:6]1[CH:11]=[CH:10][CH:9]=[CH:8][CH:7]=1)([CH3:4])([CH3:3])[CH3:2].[Cl:25][C:26]1[N:31]=[C:30](Cl)[C:29]([CH:33]([NH:35][C:36]2[CH:41]=[CH:40][C:39]([O:42][CH3:43])=[CH:38][CH:37]=2)[CH3:34])=[CH:28][N:27]=1.CC(C)([O-])C.[K+]>C1(C)C=CC=CC=1>[C:1]([Si:5]([C:6]1[CH:11]=[CH:10][CH:9]=[CH:8][CH:7]=1)([C:12]1[CH:17]=[CH:16][CH:15]=[CH:14][CH:13]=1)[O:18][CH2:19][C@@H:20]([N:22]1[C:28]2=[N:27][C:26]([Cl:25])=[N:31][CH:30]=[C:29]2[CH:33]([CH3:34])[N:35]([C:36]2[CH:41]=[CH:40][C:39]([O:42][CH3:43])=[CH:38][CH:37]=2)[C:23]1=[O:24])[CH3:21])([CH3:2])([CH3:3])[CH3:4] |f:2.3|. Reported procedure: (S)-tert-Butyl-2-isocyanato-propoxy-diphenylsilane (generated in situ from 0.440 g, 1.20 mmol, of (S)-(+)-3-(tert-butyl-diphenyl-silanyloxy)-2-methylpropionic acid) (from Example 13b supra) in hot toluene (2 mL; 120° C.) was treated with a solution of (±)-[1-(2,4-dichloro-pyrimidin-5-yl)-ethyl]-(4-methoxy-phenyl)-amine (0.35 g; 1.10 mmol) (from Example 1d supra) in toluene (2 mL). The resulting solution was kept at 120° C. for 30 minutes, then cooled to room temperature and concentrated. The res... Reactants: BrC=1C=CC(=NC1)OC (5-bromo-2-methoxypyridine), C(CCC)[Li] (n-butyl lithium), BrCCCC1=CC=CC=C1 (1-(3-bromopropyl)benzene). The solvent is C1CCOC1 (THF), C1CCOC1 (THF). Run at temperature -78 celsius, time 30 minute. The product is COC1=NC=C(C=C1)CCCC1=CC=CC=C1 (2-Methoxy-5-(3-phenylpropyl)pyridine). The yield is 17.0%. RXN SMILES: Br[C:2]1[CH:3]=[CH:4][C:5]([O:8][CH3:9])=[N:6][CH:7]=1.C([Li])CCC.Br[CH2:16][CH2:17][CH2:18][C:19]1[CH:24]=[CH:23][CH:22]=[CH:21][CH:20]=1>C1COCC1>[CH3:9][O:8][C:5]1[CH:4]=[CH:3][C:2]([CH2:16][CH2:17][CH2:18][C:19]2[CH:24]=[CH:23][CH:22]=[CH:21][CH:20]=2)=[CH:7][N:6]=1. Procedure: According to Scheme 22 Method A: To a solution of 5-bromo-2-methoxypyridine (1 eq, 2.70 mmol, 0.50 g) in THF (4.4 mL) at −78° C. under nitrogen was added dropwise n-butyl lithium (1 eq, 2.5M in hexanes, 2.70 mmol, 1.10 mL). The reaction mixture was stirred at −78° C. for 30 min. and 1-(3-bromopropyl)benzene (1 eq, 2.70 mmol, 0.40 mL) in solution in THF (1 mL) was added dropwise. The reaction mixture was stirred at −78° C. for 30 min. and then allowed to warm to room temperature for 1 hour. The r... The reactants are C(C)OC(C(CC1=CC=C(C=C1)OCCN1CCCCC1)(C)S(=O)(=O)C1=CC=C(C=C1)Br)=O (2-(4-bromo-benzenesulfonyl)-2-methyl-3-[4-(2-piperidine-1-yl-ethoxy)-phenyl]-propionic acid ethyl ester), [OH-].[Na+] (sodium hydroxide), solid. The solvent is C(C)O (ethanol). The product is BrC1=CC=C(C=C1)S(=O)(=O)C(C(=O)O)(CC1=CC=C(C=C1)OCCN1CCCCC1)C (2-(4-Bromo-benzenesulfonyl)-2-methyl-3-[4-(2-piperidine-1-yl-ethoxy)-phenyl]-propionic acid). As a reaction SMILES: C([O:3][C:4](=[O:33])[C:5]([S:23]([C:26]1[CH:31]=[CH:30][C:29]([Br:32])=[CH:28][CH:27]=1)(=[O:25])=[O:24])([CH3:22])[CH2:6][C:7]1[CH:12]=[CH:11][C:10]([O:13][CH2:14][CH2:15][N:16]2[CH2:21][CH2:20][CH2:19][CH2:18][CH2:17]2)=[CH:9][CH:8]=1)C.[OH-].[Na+]>C(O)C>[Br:32][C:29]1[CH:28]=[CH:27][C:26]([S:23]([C:5]([CH3:22])([CH2:6][C:7]2[CH:12]=[CH:11][C:10]([O:13][CH2:14][CH2:15][N:16]3[CH2:17][CH2:18][CH2:19][CH2:20][CH2:21]3)=[CH:9][CH:8]=2)[C:4]([OH:33])=[O:3])(=[O:24])=[O:25])=[CH:31][CH:30]=1 |f:1.2|. Procedure details: 2-(4-Bromo-benzenesulfonyl)-2-methyl-3-[4-(2-piperidine-1-yl-ethoxy)-phenyl]-propionic acid was prepared according to general method as outlined in example 9. Starting from 2-(4-bromo-benzenesulfonyl)-2-methyl-3-[4-(2-piperidine-1-yl-ethoxy)-phenyl]-propionic acid ethyl ester (6.5 g, 20 mmol), ethanol (30 mL) and 10 N sodium hydroxide (15 mL). Yield 6.3 g (100%); yellow solid mp 125-127° C.; MS 512.5 (M+H)+. Starting materials: CCN1CCN(S(=O)(=O)c2ccc(-c3cnc4[nH]c(CCC5CCCCC(=S)N5)nc4c3)cc2)CC1, CO, N, NC1=NC(CCc2nc3cc(-c4ccccc4)cnc3[nH]2)CCCC1. Yields the product CCN1CCN(S(=O)(=O)c2ccc(-c3cnc4[nH]c(CCC5CCCCC(N)=N5)nc4c3)cc2)CC1. As a reaction SMILES: [CH2:26]([CH3:27])[N:28]1[CH2:29][CH2:30][N:31]([S:34](=[O:35])(=[O:36])[c:37]2[cH:38][cH:39][c:40](-[c:41]3[cH:42][c:43]4[n:44][c:45]([CH2:46][CH2:47][CH:48]5[NH:49][C:50](=[S:51])[CH2:52][CH2:53][CH2:54][CH2:55]5)[nH:56][c:57]4[n:58][cH:59]3)[cH:60][cH:61]2)[CH2:32][CH2:33]1.[CH3:63][OH:64].[NH3:62].[c:1]1(-[c:7]2[cH:8][c:9]3[c:10]([n:11][cH:12]2)[nH:13][c:14]([CH2:16][CH2:17][CH:18]2[CH2:19][CH2:20][CH2:21][CH2:22][C:23]([NH2:25])=[N:24]2)[n:15]3)[cH:2][cH:3][cH:4][cH:5][cH:6]1>>[c:1]1(-[c:7]2[cH:8][c:9]3[c:10]([n:11][cH:12]2)[nH:13][c:14]([CH2:16][CH2:17][CH:18]2[CH2:19][CH2:20][CH2:21][CH2:22][C:23]([NH2:25])=[N:24]2)[n:15]3)[cH:2][cH:3][c:4]([S:34]([N:31]2[CH2:30][CH2:29][N:28]([CH2:26][CH3:27])[CH2:33][CH2:32]2)(=[O:35])=[O:36])[cH:5][cH:6]1. Starting materials: NC1=C(C=C(C=C1)[N+](=O)[O-])C(C)=O (1-(2-amino-5-nitro-phenyl)ethanone), [BH4-].[Na+] (sodium borohydride). The solvent is CO (methanol). Run at time 0.25 hour. Yields the product NC1=C(C=C(C=C1)[N+](=O)[O-])C(C)O (1-(2-amino-5-nitro-phenyl)-ethanol). Yield: 98.8%. As a reaction SMILES: [NH2:1][C:2]1[CH:7]=[CH:6][C:5]([N+:8]([O-:10])=[O:9])=[CH:4][C:3]=1[C:11](=[O:13])[CH3:12].[BH4-].[Na+]>CO>[NH2:1][C:2]1[CH:7]=[CH:6][C:5]([N+:8]([O-:10])=[O:9])=[CH:4][C:3]=1[CH:11]([OH:13])[CH3:12] |f:1.2|. Reported procedure: To a stirred suspension of 5 (27.02 g, 150 mmole) in methanol (150 mL) at 4° C. was added sodium borohydride (5.67 g, 150 mmole) over a period of 0.25 h. After the addition was complete, the solution was warmed to room temperature and stirred for 0.25 h. The methanol was evaporated under vacuum. Water (150 mL) was added to the residue and the precipitate was filtered, washed with cold water, and air dried to afford 1-(2-amino-5-nitro-phenyl)-ethanol 6 (27.0 g, 99% yield). 1HNMR (400 MHz, DMSO-d6... The reactants are S(O)(O)(=O)=O (sulfuric acid), CC1(C2CCC(C2)C12CC2)CO ((3-methylspiro[bicyclo[2.2.1]heptane-2.1′-cyclopropane]-3-yl)methanol), S([O-])(O)=O.[Na+] (sodium bisulfite). The reagents and catalysts are [O-2].[O-2].[O-2].[Cr+6] (chromium trioxide). The solvent is CC(=O)C (acetone), O (water), C(C)(=O)OCC (ethyl acetate), O (water). Product: CC1(C2CCC(C2)C12CC2)C(=O)O (3-methylspiro[bicyclo[2.2.1]heptane-2,1′-cyclopropane]-3-carboxylic acid). Yield: 58.0%. As a reaction SMILES: S(=O)(=O)(O)O.[CH3:6][C:7]1([CH2:16][OH:17])[C:13]2([CH2:15][CH2:14]2)[CH:11]2[CH2:12][CH:8]1[CH2:9][CH2:10]2.S(=O)(O)[O-:19].[Na+]>O.CC(C)=O.C(OCC)(=O)C.[O-2].[O-2].[O-2].[Cr+6]>[CH3:6][C:7]1([C:16]([OH:19])=[O:17])[C:13]2([CH2:15][CH2:14]2)[CH:11]2[CH2:12][CH:8]1[CH2:9][CH2:10]2 |f:2.3,7.8.9.10|. Procedure: To a stirred solution of chromium trioxide (8.0 g, 76 mmol) in water (30 mL) cooled in an ice bath, was added carefully 96% sulfuric acid (6.9 mL, 120 mmol). While continuing to cool and stir the oxidant solution in an ice bath, a solution of (3-methylspiro[bicyclo[2.2.1]heptane-2.1′-cyclopropane]-3-yl)methanol (9.5 g; 57 mmol) in acetone (115 mL) was added over a 20 min period. After complete addition, the reaction mixture was stirred for 3 h while warming to ambient temperature. The reaction w... Starting materials: B, C=CCC1(C(C)C)CCN(C(C)c2ccc(Br)cc2)C(=O)O1, C1CCOC1, C1CCOC1. Product: CC(c1ccc(Br)cc1)N1CCC(CCCO)(C(C)C)OC1=O. As a reaction SMILES: [BH3:23].[CH2:1]([CH:2]=[CH2:3])[C:4]1([CH:20]([CH3:21])[CH3:22])[CH2:5][CH2:6][N:7]([CH:11]([CH3:12])[c:13]2[cH:14][cH:15][c:16]([Br:19])[cH:17][cH:18]2)[C:8](=[O:10])[O:9]1.[CH2:24]1[CH2:27][CH2:26][CH2:25][O:28]1.[CH2:29]1[O:30][CH2:31][CH2:32][CH2:33]1>>[CH2:1]([CH2:2][CH2:3][OH:28])[C:4]1([CH:20]([CH3:21])[CH3:22])[CH2:5][CH2:6][N:7]([CH:11]([CH3:12])[c:13]2[cH:14][cH:15][c:16]([Br:19])[cH:17][cH:18]2)[C:8](=[O:10])[O:9]1.